Dataset: the Open Reaction Database (ORD), a public repository of structured organic reaction records. Task: describe an organic reaction: reactants, conditions, products, and yield As a reaction SMILES: C1(P(O[C:16]2[C@H:17]([CH3:40])[C@@H:18]3[C@@H:35]([C@H:36]([OH:38])[CH3:37])[C:34](=[O:39])[N:19]3[C:20]=2[C:21]([O:23]CC2C=CC([N+]([O-])=O)=CC=2)=[O:22])(C2C=CC=CC=2)=O)C=CC=CC=1.[SH:41][C@@H:42]1[CH2:46][N:45](C(OCC2C=CC([N+]([O-])=O)=CC=2)=O)[C@H:44]([C:60](=[O:82])[NH:61][CH:62]2[CH2:65][N:64]([C:66](=[NH:81])[NH:67]C(OCC3C=CC([N+]([O-])=O)=CC=3)=O)[CH2:63]2)[CH2:43]1>>[C:66]([N:64]1[CH2:63][CH:62]([NH:61][C:60]([C@@H:44]2[CH2:43][C@H:42]([S:41][C:16]3[C@H:17]([CH3:40])[C@@H:18]4[C@@H:35]([C@H:36]([OH:38])[CH3:37])[C:34](=[O:39])[N:19]4[C:20]=3[C:21]([OH:23])=[O:22])[CH2:46][NH:45]2)=[O:82])[CH2:65]1)(=[NH:67])[NH2:81]. The product is C(N)(=N)N1CC(C1)NC(=O)[C@H]1NC[C@H](C1)SC=1[C@@H]([C@H]2N(C1C(=O)O)C([C@@H]2[C@@H](C)O)=O)C ((1R,5S,6S)-2-[(2S,4S)-2-[1-Amidinoazetidin-3-ylcarbamoyl]pyrrolidin-4-ylthio]-6-[(1R)-1-hydroxyethyl]-1-methyl-1-carbapen-2-em-3-carboxylic acid). Procedure: A procedure similar to that described in Example 101 was repeated, but using 4-nitrobenzyl (1R,5R,6S)-2-(diphenylphosphoryloxy)-6-[(1R)-1-hydroxyethyl]-1-methyl-1-carbapen-2-em-3-carboxylate (prepared as described in Preparation 32) and (2S,4S)-4-mercapto-1-(4-nitrobenzyloxycarbonyl)-2-[1-(4-nitrobenzyloxycarbonylamidino)azetidin-3-ylcarbamoyl]pyrrolidine (prepared as described in Preparation 112) as starting materials, in relative proportions similar to those used in that Example, to obtain the... The reactants are C1(=CC=CC=C1)P(=O)(C1=CC=CC=C1)OC=1[C@@H]([C@H]2N(C1C(=O)OCC1=CC=C(C=C1)[N+](=O)[O-])C([C@@H]2[C@@H](C)O)=O)C (4-nitrobenzyl (1R,5R,6S)-2-(diphenylphosphoryloxy)-6-[(1R)-1-hydroxyethyl]-1-methyl-1-carbapen-2-em-3-carboxylate), S[C@H]1C[C@H](N(C1)C(=O)OCC1=CC=C(C=C1)[N+](=O)[O-])C(NC1CN(C1)C(NC(=O)OCC1=CC=C(C=C1)[N+](=O)[O-])=N)=O ((2S,4S)-4-mercapto-1-(4-nitrobenzyloxycarbonyl)-2-[1-(4-nitrobenzyloxycarbonylamidino)azetidin-3-ylcarbamoyl]pyrrolidine). Procedure: To a solution of ethyl 3-[N-[[4-[2-(3-triphenylmethyl-3H-tetrazol-5-yl)phenyl]phenyl]methyl]-N-pentanoylamino]benzoate (11.50 g) synthesized in Example 1a in dioxane (100 ml) was added 1N-aqueous sodium hydroxide solution (19 ml), and the mixture was stirred at room temperature for 5 days. The reaction mixture was concentrated, ethyl acetate and saturated aqueous potassium bisulfate solution were added to carry out partitioning and extraction. The extracted organic layer was washed with saturate... Run at time 5 day. As a reaction SMILES: [C:1]1([C:7]([C:50]2[CH:55]=[CH:54][CH:53]=[CH:52][CH:51]=2)([C:44]2[CH:49]=[CH:48][CH:47]=[CH:46][CH:45]=2)[N:8]2[N:12]=[C:11]([C:13]3[CH:18]=[CH:17][CH:16]=[CH:15][C:14]=3[C:19]3[CH:24]=[CH:23][C:22]([CH2:25][N:26]([C:33]4[CH:34]=[C:35]([CH:41]=[CH:42][CH:43]=4)[C:36]([O:38]CC)=[O:37])[C:27](=[O:32])[CH2:28][CH2:29][CH2:30][CH3:31])=[CH:21][CH:20]=3)[N:10]=[N:9]2)[CH:6]=[CH:5][CH:4]=[CH:3][CH:2]=1.[OH-].[Na+]>O1CCOCC1>[C:44]1([C:7]([C:50]2[CH:51]=[CH:52][CH:53]=[CH:54][CH:55]=2)([C:1]2[CH:2]=[CH:3][CH:4]=[CH:5][CH:6]=2)[N:8]2[N:12]=[C:11]([C:13]3[CH:18]=[CH:17][CH:16]=[CH:15][C:14]=3[C:19]3[CH:24]=[CH:23][C:22]([CH2:25][N:26]([C:33]4[CH:34]=[C:35]([CH:41]=[CH:42][CH:43]=4)[C:36]([OH:38])=[O:37])[C:27](=[O:32])[CH2:28][CH2:29][CH2:30][CH3:31])=[CH:21][CH:20]=3)[N:10]=[N:9]2)[CH:45]=[CH:46][CH:47]=[CH:48][CH:49]=1 |f:1.2|. Reactants: C1(=CC=CC=C1)C(N1N=NC(=N1)C1=C(C=CC=C1)C1=CC=C(C=C1)CN(C(CCCC)=O)C=1C=C(C(=O)OCC)C=CC1)(C1=CC=CC=C1)C1=CC=CC=C1 (ethyl 3-[N-[[4-[2-(3-triphenylmethyl-3H-tetrazol-5-yl)phenyl]phenyl]methyl]-N-pentanoylamino]benzoate), [OH-].[Na+] (sodium hydroxide). Run in O1CCOCC1 (dioxane). The product is C1(=CC=CC=C1)C(N1N=NC(=N1)C1=C(C=CC=C1)C1=CC=C(C=C1)CN(C(CCCC)=O)C=1C=C(C(=O)O)C=CC1)(C1=CC=CC=C1)C1=CC=CC=C1 (3-[N-[[4-[2-(3-triphenylmethyl-3H-tetrazol-5-yl)phenyl]phenyl]methyl]-N-pentanoylamino]benzoic acid). The reactants are CCOC(=O)C1CCC(Br)C(=O)C1, CCO, Fc1ccc(S)cc1, [K+], [OH-]. The product is CCOC(=O)C1CCC(Sc2ccc(F)cc2)C(=O)C1. Reaction SMILES: [Br:1][CH:2]1[C:3](=[O:13])[CH2:4][CH:5]([C:8](=[O:9])[O:10][CH2:11][CH3:12])[CH2:6][CH2:7]1.[CH3:24][CH2:25][OH:26].[F:14][c:15]1[cH:16][cH:17][c:18]([SH:21])[cH:19][cH:20]1.[K+:23].[OH-:22]>>[CH:2]1([S:21][c:18]2[cH:17][cH:16][c:15]([F:14])[cH:20][cH:19]2)[C:3](=[O:13])[CH2:4][CH:5]([C:8](=[O:9])[O:10][CH2:11][CH3:12])[CH2:6][CH2:7]1. Reactants: CNC, CN(C)C1(C#N)CCCC1, Cl, N#C[K], O. The product is CN(C)C1(C#N)CCOC1. Reaction SMILES: [CH3:2][NH:3][CH3:4].[CH3:8][N:9]([C:10]1([C:15]#[N:16])[CH2:11][CH2:12][CH2:13][CH2:14]1)[CH3:17].[ClH:1].[K:5][C:6]#[N:7].[OH2:18]>>[CH3:8][N:9]([C:10]1([C:15]#[N:16])[CH2:11][O:18][CH2:13][CH2:14]1)[CH3:17].